Dataset: the Open Reaction Database (ORD), a public repository of structured organic reaction records. Task: describe an organic reaction: reactants, conditions, products, and yield Reactants: O=C(Cl)OCc1ccccc1, Cl, NC(CCC(=O)O)C(F)F, [Na+], C1COCCO1, [OH-]. Yields the product O=C(O)CCC(NC(=O)OCc1ccccc1)C(F)F. Reaction SMILES: [Cl:11][C:12](=[O:13])[O:14][CH2:15][c:16]1[cH:17][cH:18][cH:19][cH:20][cH:21]1.[ClH:22].[NH2:1][CH:2]([CH2:3][CH2:4][C:5](=[O:6])[OH:7])[CH:8]([F:9])[F:10].[Na+:24].[O:25]1[CH2:26][CH2:27][O:28][CH2:29][CH2:30]1.[OH-:23]>>[NH:1]([CH:2]([CH2:3][CH2:4][C:5](=[O:6])[OH:7])[CH:8]([F:9])[F:10])[C:12](=[O:13])[O:14][CH2:15][c:16]1[cH:17][cH:18][cH:19][cH:20][cH:21]1. The reactants are ClCCl, [Na+], O=C(OO)c1cccc(Cl)c1, O=S([O-])O, Cc1ccnc(C)c1. Product: Cc1cc[n+]([O-])c(C)c1. RXN SMILES: [CH2:25]([Cl:26])[Cl:27].[Na+:24].[OH:9][O:10][C:11]([c:12]1[cH:13][c:14]([Cl:15])[cH:16][cH:17][cH:18]1)=[O:19].[S:20]([O-:21])([OH:22])=[O:23].[n:1]1[c:2]([CH3:8])[cH:3][c:4]([CH3:7])[cH:5][cH:6]1>>[n+:1]1([O-:9])[c:2]([CH3:8])[cH:3][c:4]([CH3:7])[cH:5][cH:6]1. Reactants: C1(=CC=CC=C1)CN1CC(C(C1)C1=CC=CC=C1)CN1CCC(CC1)C1=CC=CC=C1 (1-phenylmethyl-3-(SR)-((4-phenyl) piperidin-1-yl)methyl-4-(SR)-phenylpyrrolidine), C(=O)[O-].[NH4+] (ammonium formate). Reagents/catalysts: [OH-].[OH-].[Pd+2] (Pd(OH)2 on carbon). Solvent: CO (MeOH). Yields the product C1(=CC=CC=C1)C1CCN(CC1)CC1CNCC1C1=CC=CC=C1 (3-(SR)-((4-Phenyl)piperidin-1-yl)methyl-4-(SR)-phenylpyrrolidine). Isolated yield 98.8%. RXN SMILES: C1(C[N:8]2[CH2:12][CH:11]([C:13]3[CH:18]=[CH:17][CH:16]=[CH:15][CH:14]=3)[CH:10]([CH2:19][N:20]3[CH2:25][CH2:24][CH:23]([C:26]4[CH:31]=[CH:30][CH:29]=[CH:28][CH:27]=4)[CH2:22][CH2:21]3)[CH2:9]2)C=CC=CC=1.C([O-])=O.[NH4+]>CO.[OH-].[OH-].[Pd+2]>[C:26]1([CH:23]2[CH2:22][CH2:21][N:20]([CH2:19][CH:10]3[CH:11]([C:13]4[CH:14]=[CH:15][CH:16]=[CH:17][CH:18]=4)[CH2:12][NH:8][CH2:9]3)[CH2:25][CH2:24]2)[CH:27]=[CH:28][CH:29]=[CH:30][CH:31]=1 |f:1.2,4.5.6|. Procedure details: A mixture of 232 mg (0.6 mmol) of 1-phenylmethyl-3-(SR)-((4-phenyl) piperidin-1-yl)methyl-4-(SR)-phenylpyrrolidine (from Example 9, Step B), 894 mg (14.1 mmol) of ammonium formate and 116 mg of 20% Pd(OH)2 on carbon in 10 mL of MeOH was heated at reflux for 1 h. The reaction mixture was cooled and filtered througha pad of Celite. The reaction flask and filtered solids were rinsed with 50 mL of EtOAc and the filtrate was concentrated in vacuo. The residue was partitioned between 50 mL of EtOAc an... The reactants are O=C[C@H](O)[C@@H](O)[C@H](O)[C@H](O)CO (glucose), CN(C=O)C (dimethyl formamide). Run at time 18 hour. Yields the product CNC[C@H](O)[C@@H](O)[C@H](O)[C@H](O)CO (N-methylglucamine). RXN SMILES: [O:1]=[CH:2][C@@H:3]([C@H:5]([C@@H:7]([C@@H:9]([CH2:11]O)[OH:10])[OH:8])[OH:6])[OH:4].[CH3:13][N:14](C)C=O>>[CH3:13][NH:14][CH2:11][C@@H:9]([C@H:7]([C@@H:5]([C@@H:3]([CH2:2][OH:1])[OH:4])[OH:6])[OH:8])[OH:10]. Procedure: 20 g of polifungin and 6 g of glucose were dissolved in 100 ml of dimethyl formamide and allowed to stand at a temperature of 36° C. for 18 hours. The resulting solution was filtered, then 400 ml of 5% ammonium sulphate, aqueous solution, was added to the filtrate and allowed to stand at a temperature of +4° C. for 2 hours. The precipitate was filtered and washed with water and then extracted three times using 800 ml of methanol for each portion. 6 g of N-methylglucamine was dissolved in 60 ml o... The reactants are N1=C(C=CC2=CC=CC=C12)COC=1C=C(C=CC1)C1CN=C(O1)C1=NC=CC=C1 (4,5-dihydro-5-[3-[(2-quinolinyl)methoxy]phenyl]-2-(2-pyridyl)-1,3-oxazole), Cl (hydrochloric acid), O (water). Solvent: C(C)#N (acetonitrile). Yields the product OC(CNC(=O)C1=NC=CC=C1)C1=CC(=CC=C1)OCC1=NC2=CC=CC=C2C=C1 (N-[2-Hydroxy-2-[3(2-quinolinylmethoxy)phenyl]ethyl]-2-pyridine carboxamide). Reaction SMILES: [N:1]1[C:10]2[C:5](=[CH:6][CH:7]=[CH:8][CH:9]=2)[CH:4]=[CH:3][C:2]=1[CH2:11][O:12][C:13]1[CH:14]=[C:15]([CH:19]2[O:23][C:22]([C:24]3[CH:29]=[CH:28][CH:27]=[CH:26][N:25]=3)=[N:21][CH2:20]2)[CH:16]=[CH:17][CH:18]=1.Cl.[OH2:31]>C(#N)C>[OH:23][CH:19]([C:15]1[CH:16]=[CH:17][CH:18]=[C:13]([O:12][CH2:11][C:2]2[CH:3]=[CH:4][C:5]3[C:10](=[CH:9][CH:8]=[CH:7][CH:6]=3)[N:1]=2)[CH:14]=1)[CH2:20][NH:21][C:22]([C:24]1[CH:29]=[CH:28][CH:27]=[CH:26][N:25]=1)=[O:31]. Procedure details: A solution of 3.9 g (0.01 mol) of 4,5-dihydro-5-[3-[(2-quinolinyl)methoxy]phenyl]-2-(2-pyridyl)-1,3-oxazole in 100 ml of acetonitrile, 10 ml of water, and 1 ml of concentrated hydrochloric acid is heated on a steam bath for 5 hours. The solvents are evaporated and the residue is dissolved in a mixture of aqueous sodium bicarbonate and ethyl acetate. The ethyl acetate solution is separated and washed with dilute aqueous sodium chloride solution. The ethyl acetate solution is dried over anhydrous ...